Dataset: the Open Reaction Database (ORD), a public repository of structured organic reaction records. Task: describe an organic reaction: reactants, conditions, products, and yield The reactants are C(=O)(Cl)Cl.C1(=CC=CC=C1)C (phosgen toluene), FC1=C(N)C=CC(=C1)S(=O)(=O)C(C(F)F)(F)F (2-fluoro-4-(1,1,2,2-tetrafluoroethylsulfonyl)aniline). Yields the product FC1=C(C=CC(=C1)S(=O)(=O)C(C(F)F)(F)F)N=C=O (2-fluoro-4-(1,1,2,2-tetrafluoroethylsulfonyl)phenyl isocyanate). Reaction SMILES: [C:1](Cl)(Cl)=[O:2].C1(C)C=CC=CC=1.[F:12][C:13]1[CH:19]=[C:18]([S:20]([C:23]([F:28])([F:27])[CH:24]([F:26])[F:25])(=[O:22])=[O:21])[CH:17]=[CH:16][C:14]=1[NH2:15]>>[F:12][C:13]1[CH:19]=[C:18]([S:20]([C:23]([F:27])([F:28])[CH:24]([F:25])[F:26])(=[O:22])=[O:21])[CH:17]=[CH:16][C:14]=1[N:15]=[C:1]=[O:2] |f:0.1|. Reported procedure: To 4% phosgen-toluene solution was added 4.0 g of 2-fluoro-4-(1,1,2,2-tetrafluoroethylsulfonyl)aniline, followed by heating under reflux for 3 hours. After the completion of the reaction, the reaction mixture was concentrated to dryness under reduced pressure to give 2-fluoro-4-(1,1,2,2-tetrafluoroethylsulfonyl)phenyl isocyanate as an oily material. In 50 ml of xylene was dissolved the oily material, and 1.5 of 2.6-difluorobenzamide was added to the solution, followed by heating under reflux for... Reactants: ClC=1C(=C(C=CC1F)[C@@H](C[C@@](C=O)(C(F)(F)F)O)CC)OC ((2R,4R)-4-(3-chloro-4-fluoro-2-methoxyphenyl)-2-hydroxy-2-(trifluoromethyl)hexanal), NC1=C2C=CC(NC2=C(C=C1)F)=O (5-amino-8-fluoroquinolin-2(1H)-one). The reagents and catalysts are CC(C)([O-])C.[Ti+4].CC(C)([O-])C.CC(C)([O-])C.CC(C)([O-])C (titanium tert-butoxide). The product is ClC=1C(=C(C=CC1F)[C@@H](C[C@@](C=NC1=C2C=CC(NC2=C(C=C1)F)=O)(C(F)(F)F)O)CC)OC (5-{[(2R,4R)-4-(3-chloro-4-fluoro-2-methoxyphenyl)-2-hydroxy-2-(trifluoromethyl)hexylidene]amino}-8-fluoroquinolin-2(1H)-one). As a reaction SMILES: [Cl:1][C:2]1[C:3]([O:21][CH3:22])=[C:4]([C@H:9]([CH2:19][CH3:20])[CH2:10][C@:11]([OH:18])([C:14]([F:17])([F:16])[F:15])[CH:12]=O)[CH:5]=[CH:6][C:7]=1[F:8].[NH2:23][C:24]1[CH:33]=[CH:32][C:31]([F:34])=[C:30]2[C:25]=1[CH:26]=[CH:27][C:28](=[O:35])[NH:29]2>CC(C)([O-])C.[Ti+4].CC(C)([O-])C.CC(C)([O-])C.CC(C)([O-])C>[Cl:1][C:2]1[C:3]([O:21][CH3:22])=[C:4]([C@H:9]([CH2:19][CH3:20])[CH2:10][C@:11]([OH:18])([C:14]([F:16])([F:15])[F:17])[CH:12]=[N:23][C:24]2[CH:33]=[CH:32][C:31]([F:34])=[C:30]3[C:25]=2[CH:26]=[CH:27][C:28](=[O:35])[NH:29]3)[CH:5]=[CH:6][C:7]=1[F:8] |f:2.3.4.5.6|. Procedure details: In the same way as in Example 148, 300 mg (0.88 mmol) of (2R,4R)-4-(3-chloro-4-fluoro-2-methoxyphenyl)-2-hydroxy-2-(trifluoromethyl)hexanal, 156 mg (0.88 mmol) of 5-amino-8-fluoroquinolin-2(1H)-one and 0.55 ml of titanium tert-butoxide is reacted to give 5-{[(2R,4R)-4-(3-chloro-4-fluoro-2-methoxyphenyl)-2-hydroxy-2-(trifluoromethyl)hexylidene]amino}-8-fluoroquinolin-2(1H)-one. 480 mg of crude imine are cyclized in the same way as in Example 148 at −30° C. with 7.6 ml (7.6 mmol) of 1 M boron trib... Starting materials: C(CCC)[Li] (n-butyllithium), FC=1C=C(C=C(C1)F)OC (3,5-difluoroanisole), C(=O)=O (carbon dioxide), CCOCC (ether). Solvent: C1CCOC1 (THF). Yields the product FC1=C(C(=O)O)C(=CC(=C1)OC)F (2,6-Difluoro-4-methoxybenzoic acid). Reaction SMILES: C([Li])CCC.[F:6][C:7]1[CH:8]=[C:9]([O:14][CH3:15])[CH:10]=[C:11]([F:13])[CH:12]=1.[C:16](=[O:18])=[O:17].CCOCC>C1COCC1>[F:6][C:7]1[CH:8]=[C:9]([O:14][CH3:15])[CH:10]=[C:11]([F:13])[C:12]=1[C:16]([OH:18])=[O:17]. Reported procedure: A solution of n-butyllithium (10.0M in hexane; 25.0 ml, 0.25 mol) was added dropwise to a stirred, cooled (-78° C.) solution of 3,5-difluoroanisole (35.9 g, 0.25 mol) in dry THF (200 ml) under dry nitrogen. The stirred mixture was maintained under these conditions for 2.5 h and then poured into a slurry of solid carbon dioxide and dry ether. The product was extracted into 10% sodium hydroxide (twice), the combined basic extracts were acidified with 36% hydrochloric acid, and the product was extr... Reactants: C([O-])([O-])=O.[K+].[K+] (potassium carbonate), BrCCCCC (bromopentane), OC1=C(C=O)C=CC=C1OC (2-Hydroxy-3-methoxybenzaldehyde). The solvent is CN(C)C=O (DMF). Reaction conditions: temperature 100 celsius, time 2 hour. Yields the product COC=1C(=C(C=O)C=CC1)OCCCCC (3-methoxy-2-pentyloxybenzaldehyde). As a reaction SMILES: [OH:1][C:2]1[C:9]([O:10][CH3:11])=[CH:8][CH:7]=[CH:6][C:3]=1[CH:4]=[O:5].C(=O)([O-])[O-].[K+].[K+].Br[CH2:19][CH2:20][CH2:21][CH2:22][CH3:23]>CN(C=O)C>[CH3:11][O:10][C:9]1[C:2]([O:1][CH2:19][CH2:20][CH2:21][CH2:22][CH3:23])=[C:3]([CH:6]=[CH:7][CH:8]=1)[CH:4]=[O:5] |f:1.2.3|. Reported procedure: 2-Hydroxy-3-methoxybenzaldehyde (3.00 g, 19.7 mmol) and DMF (25 ml) were mixed, and potassium carbonate (3.00 g, 22.0 mmol) and bromopentane (2.73 ml, 22.0 mmol) were successively added to this solution. The reaction mixture was stirred at 100° C. for 2 hours and the obtained solid was filtered. Water (20 ml) and ethyl acetate (50 ml) were added for separation. The aqueous layer was extracted twice with ethyl acetate (25 ml). The organic layers were combined, washed twice with saturated brine (2... Yields the product CC(C)(C)OC(=O)N1Cc2ccc(C3CCOCC3)cc2C1. Reactants: CC(C)(C)OC(=O)N1Cc2ccc(C3=CCOCC3)cc2C1, CO, O=C[O-], [NH4+]. Reaction SMILES: [C:1]([CH3:2])([CH3:3])([CH3:4])[O:5][C:6](=[O:7])[N:8]1[CH2:9][c:10]2[cH:11][cH:12][c:13]([C:17]3=[CH:22][CH2:21][O:20][CH2:19][CH2:18]3)[cH:14][c:15]2[CH2:16]1.[CH3:27][OH:28].[CH:23]([O-:24])=[O:25].[NH4+:26]>>[C:1]([CH3:2])([CH3:3])([CH3:4])[O:5][C:6](=[O:7])[N:8]1[CH2:9][c:10]2[cH:11][cH:12][c:13]([CH:17]3[CH2:18][CH2:19][O:20][CH2:21][CH2:22]3)[cH:14][c:15]2[CH2:16]1.